From a dataset of the Open Reaction Database (ORD), a public repository of structured organic reaction records. describe an organic reaction: reactants, conditions, products, and yield The reactants are C[C@@H](C1=CC=C(C=C1)CC(C)C)C(=O)O (S-(+)-ibuprofen), S(O)(O)(=O)=O (sulfuric acid), CO (methanol). Yields the product CC(C)CC1=CC=C(C=C1)C(C)C(=O)OC (S-(+)-ibuprofen methyl ester). RXN SMILES: [CH3:1][C@H:2]([C:13]([OH:15])=[O:14])[C:3]1[CH:8]=[CH:7][C:6]([CH2:9][CH:10]([CH3:12])[CH3:11])=[CH:5][CH:4]=1.S(=O)(=O)(O)O.[CH3:21]O>>[CH3:12][CH:10]([CH2:9][C:6]1[CH:7]=[CH:8][C:3]([CH:2]([C:13]([O:15][CH3:21])=[O:14])[CH3:1])=[CH:4][CH:5]=1)[CH3:11]. Reported procedure: S-(+)-ibuprofen (5.0 g; 0.024 mole) was shed into methanol (35 ml), concentrated sulfuric acid (1 ml) was added and the reaction mixture was heated for 3 hours at the reflux temperature of the reaction mixture. Then it was evaporated in vacuo at the temperature of 30° C. to dryness. S-(+)-ibuprofen methyl ester (5.1 g) was obtained. Reactants: O=C([O-])O, Cc1ccccc1, C[Si](C)(C)CCS(N)(=O)=O, O=Cc1cccnc1, [Na+]. Yields the product C[Si](C)(C)CCS(=O)(=O)N=Cc1cccnc1. Reaction SMILES: [C:19](=[O:20])([OH:21])[O-:22].[CH3:24][c:25]1[cH:26][cH:27][cH:28][cH:29][cH:30]1.[CH3:9][Si:10]([CH2:11][CH2:12][S:13](=[O:14])(=[O:15])[NH2:16])([CH3:17])[CH3:18].[CH:1](=[O:2])[c:3]1[cH:4][n:5][cH:6][cH:7][cH:8]1.[Na+:23]>>[CH:1]([c:3]1[cH:4][n:5][cH:6][cH:7][cH:8]1)=[N:16][S:13]([CH2:12][CH2:11][Si:10]([CH3:9])([CH3:17])[CH3:18])(=[O:14])=[O:15]. Starting materials: COC(=O)C(N)CCSC, O=C(O)c1ccc(CO)cc1-c1ccccc1. The product is COC(=O)C(CCSC)NC(=O)c1ccc(CO)cc1-c1ccccc1. As a reaction SMILES: [CH3:18][O:19][C:20]([CH:21]([NH2:22])[CH2:23][CH2:24][S:25][CH3:26])=[O:27].[OH:1][CH2:2][c:3]1[cH:4][c:5](-[c:12]2[cH:13][cH:14][cH:15][cH:16][cH:17]2)[c:6]([C:7](=[O:8])[OH:9])[cH:10][cH:11]1>>[OH:1][CH2:2][c:3]1[cH:4][c:5](-[c:12]2[cH:13][cH:14][cH:15][cH:16][cH:17]2)[c:6]([C:7](=[O:9])[NH:22][CH:21]([C:20]([O:19][CH3:18])=[O:27])[CH2:23][CH2:24][S:25][CH3:26])[cH:10][cH:11]1. Reactants: [Si](C)(C)(C)C=[N+]=[N-] (TMSCHN2), ClC=1C=NC=C(C1NC1=CC(OC2=C(C(=CC=C12)OC)OCCCCCC(=O)O)=O)Cl (6-(4-(3,5-Dichloropyridin-4-ylamino)-7-methoxy-2-oxo-2H-chromen-8-yloxy)hexanoic acid), CO (methanol). Solvent: C1(=CC=CC=C1)C (toluene). Reaction conditions: time 10 minute. Yields the product ClC=1C=NC=C(C1NC1=CC(OC2=C(C(=CC=C12)OC)OCCCCCC(=O)OC)=O)Cl (methyl 6-(4-(3,5-dichloropyridin-4-ylamino)-7-methoxy-2-oxo-2H-chromen-8-yloxy)hexanoate). Reaction SMILES: [Si](C=[N+]=[N-])(C)(C)[CH3:2].[Cl:8][C:9]1[CH:10]=[N:11][CH:12]=[C:13]([Cl:38])[C:14]=1[NH:15][C:16]1[C:25]2[C:20](=[C:21]([O:28][CH2:29][CH2:30][CH2:31][CH2:32][CH2:33][C:34]([OH:36])=[O:35])[C:22]([O:26][CH3:27])=[CH:23][CH:24]=2)[O:19][C:18](=[O:37])[CH:17]=1.CO>C1(C)C=CC=CC=1>[Cl:8][C:9]1[CH:10]=[N:11][CH:12]=[C:13]([Cl:38])[C:14]=1[NH:15][C:16]1[C:25]2[C:20](=[C:21]([O:28][CH2:29][CH2:30][CH2:31][CH2:32][CH2:33][C:34]([O:36][CH3:2])=[O:35])[C:22]([O:26][CH3:27])=[CH:23][CH:24]=2)[O:19][C:18](=[O:37])[CH:17]=1. Procedure details: A solution of TMSCHN2 (0.75 mL, 2M Et2O, 1.5 mmol) was added to a solution of 6-(4-(3,5-dichloropyridin-4-ylamino)-7-methoxy-2-oxo-2H-chromen-8-yloxy)hexanoic acid (115 mg, 0.25 mmol, Example 44), methanol (1 mL), and toluene (8 mL). After 10 min, the reaction was concentrated and purified by silica gel chromatography (4:1→1:4; hexanes:ethyl acetate) to give methyl 6-(4-(3,5-dichloropyridin-4-ylamino)-7-methoxy-2-oxo-2H-chromen-8-yloxy)hexanoate: 1H NMR (400 MHz, DMSO-d6): δ 9.50 (s, 1H), 8.81 (... Reactants: NCCN1C(=NC=2C(=NC=3C=C(C=CC3C21)C=2C=NC=CC2)N)COCC (1-(2-aminoethyl)-2-ethoxymethyl-7-(pyridin-3-yl)-1H-imidazo[4,5-c]quinolin-4-amine), C(C)(C)N=C=O (isopropyl isocyanate). Run in C(Cl)(Cl)Cl (chloroform). The product is NC1=NC=2C=C(C=CC2C2=C1N=C(N2CCNC(=O)NC(C)C)COCC)C=2C=NC=CC2 (N-{2-[4-amino-2-ethoxymethyl-7-(pyridin-3-yl)-1H-imidazo[4,5-c]quinolin-1-yl]ethyl}-N′-(1-methylethyl)urea). Yield: 28.5%. As a reaction SMILES: [NH2:1][CH2:2][CH2:3][N:4]1[C:16]2[C:15]3[CH:14]=[CH:13][C:12]([C:17]4[CH:18]=[N:19][CH:20]=[CH:21][CH:22]=4)=[CH:11][C:10]=3[N:9]=[C:8]([NH2:23])[C:7]=2[N:6]=[C:5]1[CH2:24][O:25][CH2:26][CH3:27].[CH:28]([N:31]=[C:32]=[O:33])([CH3:30])[CH3:29]>C(Cl)(Cl)Cl>[NH2:23][C:8]1[C:7]2[N:6]=[C:5]([CH2:24][O:25][CH2:26][CH3:27])[N:4]([CH2:3][CH2:2][NH:1][C:32]([NH:31][CH:28]([CH3:30])[CH3:29])=[O:33])[C:16]=2[C:15]2[CH:14]=[CH:13][C:12]([C:17]3[CH:18]=[N:19][CH:20]=[CH:21][CH:22]=3)=[CH:11][C:10]=2[N:9]=1. Procedure: A solution of 1-(2-aminoethyl)-2-ethoxymethyl-7-(pyridin-3-yl)-1H-imidazo[4,5-c]quinolin-4-amine (2.50 g, 6.90 mmol) in chloroform (50 mL) was treated with isopropyl isocyanate (0.65 mL, 6.9 mmol) according to the method described in Examples 377–379. The crude product was purified by column chromatography on silica gel (eluting with 94:6 chloroform:methanol) followed by trituration with acetonitrile (15 mL/g) at 95° C. The mixture was cooled in an ice bath, isolated by filtration, and dried for... Starting materials: C(C(=C)C)(=O)O (methacrylic acid), C(C)C1=CC=CC=C1 (ethylbenzene), C(C(=C)C)(=O)O (methacrylic acid), C(C(=C)C)(=O)O (methacrylic acid), C(C)C1=CC=CC=C1 (ethylbenzene), C(C)C1=CC=CC=C1 (ethylbenzene), C(C(=C)C)(=O)O (methacrylic acid), C=CC1=CC=CC=C1 (styrene), C(C(=C)C)(=O)O (methacrylic acid). Solvent: O (water). Run at temperature 139 celsius. Product: C=CC1=CC=CC=C1.C(C(=C)C)(=O)O (styrene methacrylic acid). Reaction SMILES: [C:1]([OH:6])(=[O:5])[C:2]([CH3:4])=[CH2:3].[CH2:7]=[CH:8][C:9]1[CH:14]=[CH:13][CH:12]=[CH:11][CH:10]=1.C(C1C=CC=CC=1)C>O>[CH2:7]=[CH:8][C:9]1[CH:14]=[CH:13][CH:12]=[CH:11][CH:10]=1.[C:1]([OH:6])(=[O:5])[C:2]([CH3:4])=[CH2:3] |f:4.5|. Procedure details: SMAA resin was produced by the same apparatus as used in Example 1 while methacrylic acid was fed so that the content of methacrylic acid in the SMAA resin formed in each polymerization vessel became 20% by weight. Specifically, a mixture composed of 70.8% by weight of styrene, 9.4% by weight of methacrylic acid and 20% by weight of ethylbenzene was fed continuously at a speed of 10 kg/hour into the first polymerization vessel kept at 139° C. Then, while the polymerization vessel which overflowe... The reactants are ClC1=NC=NC(=C1Cl)Cl (4,5,6-trichloropyrimidine), CN (methylamine). Solvent: CC(C)O (2-propanol). The product is ClC=1C(=NC=NC1Cl)NC (5,6-dichloro-N-methylpyrimidin-4-amine). As a reaction SMILES: Cl[C:2]1[C:7]([Cl:8])=[C:6]([Cl:9])[N:5]=[CH:4][N:3]=1.[CH3:10][NH2:11]>CC(O)C>[Cl:8][C:7]1[C:2]([NH:11][CH3:10])=[N:3][CH:4]=[N:5][C:6]=1[Cl:9]. Reported procedure: 4,5,6-trichloropyrimidine 3a was reacted with aqueous methylamine in 2-propanol to afford 5,6-dichloro-N-methylpyrimidin-4-amine 3b.